This data is from the Open Reaction Database (ORD), a public repository of structured organic reaction records. The task is: describe an organic reaction: reactants, conditions, products, and yield Reactants: C1(CCCC1)C[C@@H](C(=O)N(C)[C@@H]([C@@H](C1=CC=CC=C1)O)C)C1=CC(=C(C=C1)SC1CCCC1)Cl ((R)-3-cyclopentyl-2-(3-chloro-4-cyclopentylsulfanyl-phenyl)-N-((1R,2R)-2-hydroxy-1-methyl-2-phenyl-ethyl)-N-methyl-propionamide), S(O)(O)(=O)=O (sulfuric acid). Run in O (water), O1CCOCC1 (dioxane). Run at temperature 105 celsius. The product is ClC=1C=C(C=CC1SC1CCCC1)[C@H](C(=O)O)CC1CCCC1 ((R)-2-(3-chloro-4-cyclopentylsulfanyl-phenyl)-3-cyclopentyl-propionic acid). Reaction SMILES: [CH:1]1([CH2:6][C@H:7]([C:22]2[CH:27]=[CH:26][C:25]([S:28][CH:29]3[CH2:33][CH2:32][CH2:31][CH2:30]3)=[C:24]([Cl:34])[CH:23]=2)[C:8](N([C@H](C)[C@H](O)C2C=CC=CC=2)C)=[O:9])[CH2:5][CH2:4][CH2:3][CH2:2]1.S(=O)(=O)(O)[OH:36]>O1CCOCC1.O>[Cl:34][C:24]1[CH:23]=[C:22]([C@@H:7]([CH2:6][CH:1]2[CH2:5][CH2:4][CH2:3][CH2:2]2)[C:8]([OH:9])=[O:36])[CH:27]=[CH:26][C:25]=1[S:28][CH:29]1[CH2:33][CH2:32][CH2:31][CH2:30]1. Reported procedure: A solution of (R)-3-cyclopentyl-2-(3-chloro-4-cyclopentylsulfanyl-phenyl)-N-((1R,2R)-2-hydroxy-1-methyl-2-phenyl-ethyl)-N-methyl-propionamide (1.5 mmol) in dioxane (5 mL) is treated with a 9 N aqueous sulfuric acid solution (1.5 mL). The resulting solution is then heated at 105° C. for 16 h. The reaction is then cooled and diluted with water (13 mL) and extracted with a chloroform/methanol solution (3:2, 3×20 mL) and then combined the organic extracts and dried over magnesium sulfate, filtered a... Starting materials: C1(=CC=CC=C1)COC(=O)NC(CCCC)P(O)=O (1-[[(phenylmethoxy)carbonyl]amino]pentylphosphinic acid), O[C@H](C(=O)N1[C@H](C(=O)OCC2=CC=CC=C2)CCC1)C (1-[(S)-2-hydroxy-1-oxopropyl]-L-proline, phenylmethyl ester), C1(CCCCC1)N=C=NC1CCCCC1 (dicyclohexylcarbodiimide), CN(C)C1=NC=CC=C1 (dimethylaminopyridine). Run in O1CCCC1 (tetrahydrofuran). Conditions: time 2.5 hour. The product is C1(=CC=CC=C1)COC(=O)NC(CCCC)P(=O)OC(C(=O)N1[C@H](C(=O)OCC2=CC=CC=C2)CCC1)C ((S)-1-[2-[[[1-[[(phenylmethoxy)carbonyl]amino]pentyl]phosphinyl]oxy]-1-oxopropyl]-L-proline, phenylmethyl ester). Reaction SMILES: [C:1]1([CH2:7][O:8][C:9]([NH:11][CH:12]([PH:17](=[O:19])[OH:18])[CH2:13][CH2:14][CH2:15][CH3:16])=[O:10])[CH:6]=[CH:5][CH:4]=[CH:3][CH:2]=1.O[C@@H:21]([CH3:39])[C:22]([N:24]1[CH2:38][CH2:37][CH2:36][C@H:25]1[C:26]([O:28][CH2:29][C:30]1[CH:35]=[CH:34][CH:33]=[CH:32][CH:31]=1)=[O:27])=[O:23].C1(N=C=NC2CCCCC2)CCCCC1.CN(C1C=CC=CN=1)C>O1CCCC1>[C:1]1([CH2:7][O:8][C:9]([NH:11][CH:12]([PH:17]([O:18][CH:21]([CH3:39])[C:22]([N:24]2[CH2:38][CH2:37][CH2:36][C@H:25]2[C:26]([O:28][CH2:29][C:30]2[CH:35]=[CH:34][CH:33]=[CH:32][CH:31]=2)=[O:27])=[O:23])=[O:19])[CH2:13][CH2:14][CH2:15][CH3:16])=[O:10])[CH:2]=[CH:3][CH:4]=[CH:5][CH:6]=1. Procedure details: A solution of 1-[[(phenylmethoxy)carbonyl]amino]pentylphosphinic acid (490 mg., 1.72 mmole) and 1-[(S)-2-hydroxy-1-oxopropyl]-L-proline, phenylmethyl ester (255 mg., 0.92 mmole) in dry tetrahydrofuran (5 ml.) is treated with dicyclohexylcarbodiimide (285 mg., 1.38 mmole) and dimethylaminopyridine (50 mg.) and stirred at room temperature for 2.5 hours. The mixture is filtered, diluted with ethyl acetate, and washed successively with 5% potassium bisulfate, saturated sodium bicarbonate, and satura... The reactants are CC(=O)O, CCO, [Fe], O=C1CCC(N2C(=O)c3csc([N+](=O)[O-])c3C2=O)C(=O)N1, O. Yields the product Nc1scc2c1C(=O)N(C1CCC(=O)NC1=O)C2=O. As a reaction SMILES: [CH3:22][C:23](=[O:24])[OH:25].[CH3:26][CH2:27][OH:28].[Fe:30].[N+:1]([O-:2])(=[O:3])[c:4]1[s:5][cH:6][c:7]2[c:8]1[C:9](=[O:21])[N:10]([CH:13]1[C:14](=[O:20])[NH:15][C:16](=[O:19])[CH2:17][CH2:18]1)[C:11]2=[O:12].[OH2:29]>>[NH2:1][c:4]1[s:5][cH:6][c:7]2[c:8]1[C:9](=[O:21])[N:10]([CH:13]1[C:14](=[O:20])[NH:15][C:16](=[O:19])[CH2:17][CH2:18]1)[C:11]2=[O:12]. The reactants are O=C1CCC(COC(c2ccccc2)(c2ccccc2)c2ccccc2)N1, Cc1ccccc1, CCCCCCCC[N+](C)(CCCCCCCC)CCCCCCCC, [Cl-], [Na+], [OH-], O, BrCCCc1ccccc1. Yields the product O=C1CCC(COC(c2ccccc2)(c2ccccc2)c2ccccc2)N1CCCc1ccccc1. As a reaction SMILES: [C:1]([c:2]1[cH:3][cH:4][cH:5][cH:6][cH:7]1)([c:8]1[cH:9][cH:10][cH:11][cH:12][cH:13]1)([c:14]1[cH:15][cH:16][cH:17][cH:18][cH:19]1)[O:20][CH2:21][CH:22]1[CH2:23][CH2:24][C:25](=[O:27])[NH:26]1.[CH3:28][c:29]1[cH:30][cH:31][cH:32][cH:33][cH:34]1.[CH3:48][N+:49]([CH2:50][CH2:51][CH2:52][CH2:53][CH2:54][CH2:55][CH2:56][CH3:57])([CH2:58][CH2:59][CH2:60][CH2:61][CH2:62][CH2:63][CH2:64][CH3:65])[CH2:66][CH2:67][CH2:68][CH2:69][CH2:70][CH2:71][CH2:72][CH3:73].[Cl-:47].[Na+:36].[OH-:35].[OH2:74].[c:37]1([CH2:43][CH2:44][CH2:45][Br:46])[cH:38][cH:39][cH:40][cH:41][cH:42]1>>[C:1]([c:2]1[cH:3][cH:4][cH:5][cH:6][cH:7]1)([c:8]1[cH:9][cH:10][cH:11][cH:12][cH:13]1)([c:14]1[cH:15][cH:16][cH:17][cH:18][cH:19]1)[O:20][CH2:21][CH:22]1[CH2:23][CH2:24][C:25](=[O:27])[N:26]1[CH2:45][CH2:44][CH2:43][c:37]1[cH:38][cH:39][cH:40][cH:41][cH:42]1. Reactants: [Na] (sodium), Cl.COC(=O)NN=C(CO)C1=C(N=C2SC=CN21)C (hydroxymethyl-(6-methylimidazo[2,1-b]thiazol-5-yl)ketone-N-methoxycarbonylhydrazone hydrochloride). Run in C(C)O (ethanol). Reaction conditions: time 3 hour. Yields the product CC=1N=C2SC=CN2C1C1=NNC(OC1)=O (5-(6-methylimidazo[2,1-b]thiazol-5-yl)-3,6-dihydro-1,3,4-oxadiazin-2-one). The yield is 75.2%. As a reaction SMILES: [Na].Cl.C[O:4][C:5]([NH:7][N:8]=[C:9]([C:12]1[N:19]2[C:15]([S:16][CH:17]=[CH:18]2)=[N:14][C:13]=1[CH3:20])[CH2:10][OH:11])=O>C(O)C>[CH3:20][C:13]1[N:14]=[C:15]2[N:19]([C:12]=1[C:9]1[CH2:10][O:11][C:5](=[O:4])[NH:7][N:8]=1)[CH:18]=[CH:17][S:16]2 |f:1.2,^1:0|. Procedure: To a solution of 0.5 g of metallic sodium in 60 ml of ethanol is added 6 g of hydroxymethyl-(6-methylimidazo[2,1-b]thiazol-5-yl)ketone-N-methoxycarbonylhydrazone hydrochloride, and stirred at room temperature for 3 hours. Crystals are collected by filtration, washed with water and then recrystallized from 50 ml of a mixed solvent of chloroform and methanol to give 3.5 g of 5-(6-methylimidazo[2,1-b]thiazol-5-yl)-3,6-dihydro-1,3,4-oxadiazin-2-one as white crystals, melting at 294° C. with decompos... The reactants are BrC1=CC=2CC3N(C2C=C1)C(OC3CNC(C)=O)=O (N-[(7-bromo-9,9a-dihydro-3-oxo-1H,3H-oxazolo[3,4-a]indol-1-yl)methyl]acetamide), C1(=CC=CC=C1)B(O)O (phenylboronic acid), C([O-])([O-])=O.[Na+].[Na+] (sodium carbonate). RXN SMILES: Br[C:2]1[CH:10]=[CH:9][C:8]2[N:7]3[C:11](=[O:19])[O:12][CH:13]([CH2:14][NH:15][C:16](=[O:18])[CH3:17])[CH:6]3[CH2:5][C:4]=2[CH:3]=1.[C:20]1(B(O)O)[CH:25]=[CH:24][CH:23]=[CH:22][CH:21]=1.C(=O)([O-])[O-].[Na+].[Na+]>O1CCCC1.C(Cl)Cl.C1(P(C2C=CC=CC=2)C2C=CC=CC=2)C=CC=CC=1.C1(P(C2C=CC=CC=2)C2C=CC=CC=2)C=CC=CC=1.C1(P(C2C=CC=CC=2)C2C=CC=CC=2)C=CC=CC=1.C1(P(C2C=CC=CC=2)C2C=CC=CC=2)C=CC=CC=1.[Pd]>[C:20]1([C:2]2[CH:10]=[CH:9][C:8]3[N:7]4[C:11](=[O:19])[O:12][CH:13]([CH2:14][NH:15][C:16](=[O:18])[CH3:17])[CH:6]4[CH2:5][C:4]=3[CH:3]=2)[CH:25]=[CH:24][CH:23]=[CH:22][CH:21]=1 |f:2.3.4,7.8.9.10.11|. Solvent: C(Cl)Cl (methylene chloride), O1CCCC1 (tetrahydrofuran). The product is C1(=CC=CC=C1)C1=CC=2CC3N(C2C=C1)C(OC3CNC(C)=O)=O (N-[(7-phenyl-9,9a-dihydro-3-oxo-1H,3H-oxazolo[3,4-a]indol-1-yl)methyl]acetamide). Reported procedure: (±) (1S,9aS/1R,9aR) N-[(7-Bromo-9,9a-dihydro-3-oxo-1H,3H-oxazolo[3,4-a]indol-1-yl)methyl]acetamide (EXAMPLE 24, 129 mg) is dissolved in tetrahydrofuran (1 ml). To this mixture palladium tetrakis(triphenylphosphine) (22 mg), phenylboronic acid (61 mg) and aqueous sodium carbonate (2M, 0.45 ml) is added. The mixture is warmed for 15.5 hours in an oil bath at 68°. The mixture is then partitioned between aqueous sodium carbonate (2M, 2 ml) and methylene chloride (3 ml). After separation of the layer... The reagents and catalysts are C1(=CC=CC=C1)P(C1=CC=CC=C1)C1=CC=CC=C1.C1(=CC=CC=C1)P(C1=CC=CC=C1)C1=CC=CC=C1.C1(=CC=CC=C1)P(C1=CC=CC=C1)C1=CC=CC=C1.C1(=CC=CC=C1)P(C1=CC=CC=C1)C1=CC=CC=C1.[Pd] (palladium tetrakis(triphenylphosphine)). Starting materials: C1(CCC1)NC(=O)[C@H]1N(CCC1)C(COC1=CC(=NN1C1=CC=CC=C1)C(=O)O)=O (5-[2-((S)-2-cyclobutylcarbamoyl-pyrrolidin-1-yl)-2-oxo-ethoxy]-1-phenyl-1H-pyrazole-3-carboxylic acid), CCN(C(C)C)C(C)C (DIPEA), C=1C=CC2=C(C1)N=NN2O (HOBt), N[C@@H](CCC(OC(C)(C)C)=O)C(=O)OC.Cl (H-Glu(OtBu)-OMe hydrochloride). Run in CN(C)C=O (DMF), C(CCl)Cl (EDC). Reaction conditions: time 24 hour. The product is COC([C@H](CCC(=O)OC(C)(C)C)NC(=O)C1=NN(C(=C1)OCC(=O)N1[C@@H](CCC1)C(NC1CCC1)=O)C1=CC=CC=C1)=O ((S)-2-({5-[2-((S)-2-Cyclobutylcarbamoyl-pyrrolidin-1-yl)-2-oxo-ethoxy]-1-phenyl-1H-pyrazole-3-carbonyl}-amino)-pentanedioic acid 5-tert-butyl ester 1-methyl ester). RXN SMILES: [CH:1]1([NH:5][C:6]([C@@H:8]2[CH2:12][CH2:11][CH2:10][N:9]2[C:13](=[O:30])[CH2:14][O:15][C:16]2[N:20]([C:21]3[CH:26]=[CH:25][CH:24]=[CH:23][CH:22]=3)[N:19]=[C:18]([C:27](O)=[O:28])[CH:17]=2)=[O:7])[CH2:4][CH2:3][CH2:2]1.CCN(C(C)C)C(C)C.C1C=CC2N(O)N=NC=2C=1.[NH2:50][C@H:51]([C:61]([O:63][CH3:64])=[O:62])[CH2:52][CH2:53][C:54](=[O:60])[O:55][C:56]([CH3:59])([CH3:58])[CH3:57].Cl>CN(C=O)C.C(Cl)CCl>[CH3:64][O:63][C:61](=[O:62])[C@@H:51]([NH:50][C:27]([C:18]1[CH:17]=[C:16]([O:15][CH2:14][C:13]([N:9]2[CH2:10][CH2:11][CH2:12][C@H:8]2[C:6](=[O:7])[NH:5][CH:1]2[CH2:2][CH2:3][CH2:4]2)=[O:30])[N:20]([C:21]2[CH:26]=[CH:25][CH:24]=[CH:23][CH:22]=2)[N:19]=1)=[O:28])[CH2:52][CH2:53][C:54]([O:55][C:56]([CH3:57])([CH3:58])[CH3:59])=[O:60] |f:3.4|. Procedure details: To a solution of 1.1 g 5-[2-((S)-2-cyclobutylcarbamoyl-pyrrolidin-1-yl)-2-oxo-ethoxy]-1-phenyl-1H-pyrazole-3-carboxylic acid in 20 ml DMF were added 1 ml DIPEA, 0.41 g HOBt, 0.51 g EDC and 0.68 g H-Glu(OtBu)-OMe hydrochloride. After stirring for 24 h the solution was concentrated, taken up with dichloromethane and subsequently extracted with aqueous LiCl (4%), 0.1 M HCl and saturated NaHCO3. The crude product was purified by flash chromatography on silica using an ethyl acetate/heptane 50:50 to ... The reactants are C(C=C)OC(=O)O[C@H](C)[C@@H]1[C@@H]2N(C(=C([C@@H]2C)CO)C(=O)OCC=C)C1=O (allyl (1S,5R,6S)-6-[(1R)-1-allyloxycarbonyloxyethyl]-2-hydroxymethyl-1-methyl-1-carbapen-2-em-3-carboxylate), C1(=CC=CC=C1)C=1N2C(SC1)=CN=C2 (3-phenylimidazo[5,1-b]thiazole). Yields the product O[C@H](C)[C@@H]1[C@@H]2N(C(=C([C@@H]2C)CN2C=[N+]3C(SC=C3C3=CC=CC=C3)=C2)C(=O)[O-])C1=O ((1S,5R,6S)-6-[(1R)-1-hydroxyethyl]-2-(3-phenylimidazo[5,1-b]thiazolium-6-yl)methyl-1-methyl-1-carbapen-2-em-3-carboxylate). The yield is 13.4%. As a reaction SMILES: C(OC([O:7][C@@H:8]([C@H:10]1[C:25](=[O:26])[N:12]2[C:13]([C:19]([O:21]CC=C)=[O:20])=[C:14]([CH2:17]O)[C@H:15]([CH3:16])[C@H:11]12)[CH3:9])=O)C=C.[C:27]1([C:33]2[N:34]3[CH:40]=[N:39][CH:38]=[C:35]3[S:36][CH:37]=2)[CH:32]=[CH:31][CH:30]=[CH:29][CH:28]=1>>[OH:7][C@@H:8]([C@H:10]1[C:25](=[O:26])[N:12]2[C:13]([C:19]([O-:21])=[O:20])=[C:14]([CH2:17][N:39]3[CH:38]=[C:35]4[S:36][CH:37]=[C:33]([C:27]5[CH:32]=[CH:31][CH:30]=[CH:29][CH:28]=5)[N+:34]4=[CH:40]3)[C@H:15]([CH3:16])[C@H:11]12)[CH3:9]. Reported procedure: The same procedure as in Example 1 was repeated except that 104 mg of allyl (1S,5R,6S)-6-[(1R)-1-allyloxycarbonyloxyethyl]-2-hydroxymethyl-1-methyl-1-carbapen-2-em-3-carboxylate and 86 mg of 3-phenylimidazo[5,1-b]thiazole were used, thereby obtaining 16.2 mg of the title compound.